This data is from the Open Reaction Database (ORD), a public repository of structured organic reaction records. The task is: describe an organic reaction: reactants, conditions, products, and yield Reactants: ClC1=CC(=C(C=C1)N1C=2N(C(=CC1=O)C(F)(F)F)C=CN2)F (8-(4-chloro-2-fluorophenyl)-7,8-dihydro-5-trifluoromethylimidazo[1,2-a]pyrimidin-7-one), ClN1C(CCC1=O)=O (N-chlorosuccinimide). The solvent is C(C)#N (acetonitrile). Yields the product ClC=1N=C2N(C(=CC(N2C2=C(C=C(C=C2)Cl)F)=O)C(F)(F)F)C1 (2-chloro-8-(4-chloro-2-fluorophenyl)-7,8-dihydro-5-trifluoromethylimidazo[1,2-a]pyrimidin-7-one). As a reaction SMILES: [Cl:1][C:2]1[CH:7]=[CH:6][C:5]([N:8]2[C:13](=[O:14])[CH:12]=[C:11]([C:15]([F:18])([F:17])[F:16])[N:10]3[CH:19]=[CH:20][N:21]=[C:9]23)=[C:4]([F:22])[CH:3]=1.[Cl:23]N1C(=O)CCC1=O>C(#N)C>[Cl:23][C:20]1[N:21]=[C:9]2[N:8]([C:5]3[CH:6]=[CH:7][C:2]([Cl:1])=[CH:3][C:4]=3[F:22])[C:13](=[O:14])[CH:12]=[C:11]([C:15]([F:17])([F:18])[F:16])[N:10]2[CH:19]=1. Procedure details: A mixture of 8-(4-chloro-2-fluorophenyl)-7,8-dihydro-5-trifluoromethylimidazo[1,2-a]pyrimidin-7-one (1.0 g), N-chlorosuccinimide (0.4 g) and acetonitrile (30 ml) was heated to reflux for 3 hours. The solvent was distilled off under reduced pressure and the residue was purified by a preparative thin-layer plate of silica gel (developing solvent: ethyl acetate/hexane=2/8) to give the compound of interest (0.3 g). Starting materials: NC1=NC2=NC(=CC=C2C=C1)Cl (2-amino-7-chloro-1,8-naphthyridine), CN(CCCO)C (3-dimethylamino-1-propanol), O (water), C(Cl)Cl (methylene chloride), [OH-].[K+] (Potassium hydroxide). Run at temperature 60 celsius. Yields the product NC1=NC2=NC(=CC=C2C=C1)OCCCN(C)C (2-Amino-7-(3-dimethylaminopropoxy)-1,8-naphthyridine). Reaction SMILES: [NH2:1][C:2]1[CH:11]=[CH:10][C:9]2[C:4](=[N:5][C:6](Cl)=[CH:7][CH:8]=2)[N:3]=1.[OH-].[K+].O.C(Cl)Cl.[CH3:19][N:20]([CH3:25])[CH2:21][CH2:22][CH2:23][OH:24]>>[NH2:1][C:2]1[CH:11]=[CH:10][C:9]2[C:4](=[N:5][C:6]([O:24][CH2:23][CH2:22][CH2:21][N:20]([CH3:25])[CH3:19])=[CH:7][CH:8]=2)[N:3]=1 |f:1.2|. Procedure details: A suspension of 2-amino-7-chloro-1,8-naphthyridine (89.75 g) in 3-dimethylamino-1-propanol (236 cc) is preheated to approximately 30° C. Potassium hydroxide pellets (85% pure; 65.8 g) are then introduced gradually. The reaction is exothermic, and the temperature rises to 80° C. at the end of the addition. The reaction mixture is then heated for a further 30 minutes to 90° C., allowed to cool to 60° C. and then poured into water (1500 cc) in the presence of methylene chloride (500 cc). The decant...